From a dataset of the Open Reaction Database (ORD), a public repository of structured organic reaction records. describe an organic reaction: reactants, conditions, products, and yield Starting materials: C([O-])([O-])=O.[K+].[K+] (Potassium carbonate), OC=1C=C(C(=O)NC=2SC(=CN2)C)C=C(C1)O[C@H](CO)C (3-hydroxy-5-[(1S)-2-hydroxy-1-methylethoxy]-N-(5-methyl-1,3-thiazol-2-yl)benzamide), FC=1C=C(C(=O)N2CCC2)C=CC1F (1-(3,4-difluorobenzoyl)azetidine). Run in C(C)#N (acetonitrile). Conditions: temperature 160 celsius. The product is N1(CCC1)C(=O)C1=CC(=C(OC=2C=C(C(=O)NC=3SC(=CN3)C)C=C(C2)O[C@H](CO)C)C=C1)F (3-[4-(Azetidin-1-ylcarbonyl)-2-fluorophenoxy]-5-[(1S)-2-hydroxy-1-methylethoxy]-N-(5-methyl-1,3-thiazol-2-yl)benzamide). Yield: 11.9%. RXN SMILES: C(=O)([O-])[O-].[K+].[K+].[OH:7][C:8]1[CH:9]=[C:10]([CH:20]=[C:21]([O:23][C@@H:24]([CH3:27])[CH2:25][OH:26])[CH:22]=1)[C:11]([NH:13][C:14]1[S:15][C:16]([CH3:19])=[CH:17][N:18]=1)=[O:12].[F:28][C:29]1[CH:30]=[C:31]([CH:38]=[CH:39][C:40]=1F)[C:32]([N:34]1[CH2:37][CH2:36][CH2:35]1)=[O:33]>C(#N)C>[N:34]1([C:32]([C:31]2[CH:38]=[CH:39][C:40]([O:7][C:8]3[CH:9]=[C:10]([CH:20]=[C:21]([O:23][C@@H:24]([CH3:27])[CH2:25][OH:26])[CH:22]=3)[C:11]([NH:13][C:14]3[S:15][C:16]([CH3:19])=[CH:17][N:18]=3)=[O:12])=[C:29]([F:28])[CH:30]=2)=[O:33])[CH2:37][CH2:36][CH2:35]1 |f:0.1.2|. Reported procedure: Potassium carbonate (143 mg, 1.04 mmol) was added to a mixture of 3-hydroxy-5-[(1S)-2-hydroxy-1-methylethoxy]-N-(5-methyl-1,3-thiazol-2-yl)benzamide (160 mg, 0.52 mmol) and 1-(3,4-difluorobenzoyl)azetidine (102 mg, 0.52 mmol) in acetonitrile (5.0 mL), and the stirred mixture heated at 160° C. in a ‘Smith Creator Microwave’ for 15 hours. The mixture was allowed to reach ambient temperature and pressure and reduced in vacuo. The residual oil was partitioned between ethyl acetate (50 mL) and water ... The reactants are P(Br)(Br)Br (PBr3), ClC=1C=C2CCN(C(C2=CC1)=O)C=1C=NC=C(C1)C(C)O (6-chloro-2-[5-(1-hydroxy-ethyl)-pyridin-3-yl]-3,4-dihydro-2H-isoquinolin-1-one). Solvent: C(Cl)Cl (DCM). Conditions: time 2 hour. Yields the product BrC(C)C=1C=C(C=NC1)N1C(C2=CC=C(C=C2CC1)Cl)=O (2-[5-(1-Bromo-ethyl)-pyridin-3-yl]-6-chloro-3,4-dihydro-2H-isoquinolin-1-one). Reaction SMILES: P(Br)(Br)[Br:2].[Cl:5][C:6]1[CH:7]=[C:8]2[C:13](=[CH:14][CH:15]=1)[C:12](=[O:16])[N:11]([C:17]1[CH:18]=[N:19][CH:20]=[C:21]([CH:23](O)[CH3:24])[CH:22]=1)[CH2:10][CH2:9]2>C(Cl)Cl>[Br:2][CH:23]([C:21]1[CH:22]=[C:17]([N:11]2[CH2:10][CH2:9][C:8]3[C:13](=[CH:14][CH:15]=[C:6]([Cl:5])[CH:7]=3)[C:12]2=[O:16])[CH:18]=[N:19][CH:20]=1)[CH3:24]. Reported procedure: PBr3 (541 mg, 2 mmol) was added dropwise into a solution of 6-chloro-2-[5-(1-hydroxy-ethyl)-pyridin-3-yl]-3,4-dihydro-2H-isoquinolin-1-one (example 13) (302 mg, 1 mmol) in 5 mL DCM at 0° C. The reaction was stirred at RT for 2 hours before it was neutralized with satd. aq. NaHCO3 solution and extracted with DCM (10 mL, 2×). The organic layers were washed with brine, dried over anhy. Na2SO4, filtered and concentrated in vacuo to afford a crude product as an oil which was used in the next step wit...